From a dataset of the Open Reaction Database (ORD), a public repository of structured organic reaction records. describe an organic reaction: reactants, conditions, products, and yield The reactants are Grignard reagent, C(C1=CC=CC=C1)Br (benzyl bromide), [Mg] (magnesium), BrC1=NC(=CC=C1)OC (2-bromo-6-methoxypyridine), O1CCCC1 (tetrahydrofuran). Reagents/catalysts: CC(C)P(C1=CC=CC=C1)C2=CC=CC=C2.C1=CC=C(C=C1)PC2=CC=CC=C2.[Cl-].[Ni] (1,3-bis(diphenylphosphino)propanenickel (II) chloride). Run in C(C)OCC (diethyl ether). Product: C(C1=CC=CC=C1)C1=NC(=CC=C1)OC (2-Benzyl-6-methoxypyridine). As a reaction SMILES: Br[C:2]1[CH:7]=[CH:6][CH:5]=[C:4]([O:8][CH3:9])[N:3]=1.O1CCCC1.[CH2:15](Br)[C:16]1[CH:21]=[CH:20][CH:19]=[CH:18][CH:17]=1.[Mg]>CC(P(C1C=CC=CC=1)C1C=CC=CC=1)C.C1C=CC(PC2C=CC=CC=2)=CC=1.[Cl-].[Ni].C(OCC)C>[CH2:15]([C:2]1[CH:7]=[CH:6][CH:5]=[C:4]([O:8][CH3:9])[N:3]=1)[C:16]1[CH:21]=[CH:20][CH:19]=[CH:18][CH:17]=1 |f:4.5.6.7|. Reported procedure: While stirring a mixture of 150 g of 2-bromo-6-methoxypyridine, 4.3 g of 1,3-bis(diphenylphosphino)propanenickel (II) chloride and 500 ml of tetrahydrofuran in an ice bath, Grignard reagent prepared from 123 ml of benzyl bromide, 30 g of magnesium and 400 ml of diethyl ether was added dropwise slowly. After stirring overnight as it was, the mixture was extracted with an aqueous ammonium chloride solution and hexane. The organic layer was washed with water and then with brine, dried over anhydrou... Reactants: CC(C)NCC(O)COc1ccc(OCc2ccccc2)cc1, CO. Product: CC(C)NCC(O)COc1ccc(O)cc1. As a reaction SMILES: [CH2:1]([c:2]1[cH:3][cH:4][cH:5][cH:6][cH:7]1)[O:8][c:9]1[cH:10][cH:11][c:12]([O:13][CH2:14][CH:15]([CH2:16][NH:17][CH:18]([CH3:19])[CH3:20])[OH:21])[cH:22][cH:23]1.[CH3:24][OH:25]>>[OH:8][c:9]1[cH:10][cH:11][c:12]([O:13][CH2:14][CH:15]([CH2:16][NH:17][CH:18]([CH3:19])[CH3:20])[OH:21])[cH:22][cH:23]1. Reactants: N#CBr (cyanogen bromide), solution, C(Cl)Cl (DCM), NC1(C2=CC(=CC=C2OC=2C=NC(=CC21)Cl)Br)C2=NC=CC=C2O (2-(5-amino-7-bromo-3-chloro-5H-chromeno[2,3-c]pyridin-5-yl)pyridin-3-ol), C(C)(=O)[O-].[K+] (potassium acetate). Solvent: CO (MeOH). Conditions: time 8 hour. Yields the product BrC=1C=C2C(=CC1)OC=1C=NC(=CC1C21N=C(OC2=C1N=CC=C2)N)Cl (7-bromo-3-chlorospiro[chromeno[2,3-c]pyridine-5,4′-pyrido[2,3-e][1,3]oxazin]-2′-amine). As a reaction SMILES: [NH2:1][C:2]1([C:18]2[C:23]([OH:24])=[CH:22][CH:21]=[CH:20][N:19]=2)[C:15]2[CH:14]=[C:13]([Cl:16])[N:12]=[CH:11][C:10]=2[O:9][C:8]2[C:3]1=[CH:4][C:5]([Br:17])=[CH:6][CH:7]=2.C([O-])(=O)C.[K+].[N:30]#[C:31]Br.C(Cl)Cl>CO>[Br:17][C:5]1[CH:4]=[C:3]2[C:2]3([C:18]4[N:19]=[CH:20][CH:21]=[CH:22][C:23]=4[O:24][C:31]([NH2:30])=[N:1]3)[C:15]3[CH:14]=[C:13]([Cl:16])[N:12]=[CH:11][C:10]=3[O:9][C:8]2=[CH:7][CH:6]=1 |f:1.2|. Procedure: To a solution of 2-(5-amino-7-bromo-3-chloro-5H-chromeno[2,3-c]pyridin-5-yl)pyridin-3-ol (0.40 g, 1.00 mmol) in MeOH 5 mL was added potassium acetate (0.13 mL, 1.99 mmol) followed by the dropwise addition of cyanogen bromide, 3.0M solution in DCM (0.40 mL, 1.20 mmol). The resulting mixture was stirred at RT overnight. The reaction mixture was concentrated, washed with saturated NaHCO3, extracted with DCM, dried over sodium sulfate and concentrated. The resulting product was dissolved in 1,2-dich... The reactants are ClC=1C(=NC=C(N1)Cl)C=O (3,5-dichloro-pyrazine-2-carbaldehyde), C[O-].[Na+] (sodium methoxide), CO (methanol). Yields the product COC=1C(=NC=C(N1)OC)C=O (3,5-dimethoxy-pyrazine-2-carbaldehyde). As a reaction SMILES: Cl[C:2]1[C:3]([CH:9]=[O:10])=[N:4][CH:5]=[C:6](Cl)[N:7]=1.[CH3:11][O-:12].[Na+].[CH3:14][OH:15]>>[CH3:11][O:12][C:2]1[C:3]([CH:9]=[O:10])=[N:4][CH:5]=[C:6]([O:15][CH3:14])[N:7]=1 |f:1.2|. Procedure details: To a solution of 3,5-dichloro-pyrazine-2-carbaldehyde (150 mg, 0.85 mmol) in methanol (5 mL) is added sodium methoxide (25% w/w in MeOH, 458 mg, 2.1 mmol). After the mixture is stirred at room temperature over night, the reaction is quenched with saturated NH4Cl (1 mL) and solvent removed in vacuo until dryness. DCM (20 mL) is added, and the solution is dried and solvent removed to give 140 mg of 3,5-dimethoxy-pyrazine-2-carbaldehyde as an oil. Starting materials: [H][H] (hydrogen), C1(=CC=CC=C1)COC1=CC=2C3=C(N(C2C=C1)C)CC(C3)CO (1,2,3,4-tetrahydro-7-phenylmethoxy-4-methylcyclopent[b]indole-2-methanol). The reagents and catalysts are [Pd] (Pd/C). The solvent is C(C)O (ethanol), C(C)O (ethanol). Product: OCC1CC2=C(N(C=3C=CC(=CC23)O)C)C1 (1,2,3,4-Tetrahydro-2-hydroxymethyl-4-methylcyclopent[b]indole-7-ol). Isolated yield 68.2%. As a reaction SMILES: C1(C[O:8][C:9]2[CH:17]=[CH:16][C:15]3[N:14]([CH3:18])[C:13]4[CH2:19][CH:20]([CH2:22][OH:23])[CH2:21][C:12]=4[C:11]=3[CH:10]=2)C=CC=CC=1.[H][H]>C(O)C.[Pd]>[OH:23][CH2:22][CH:20]1[CH2:19][C:13]2[N:14]([CH3:18])[C:15]3[CH:16]=[CH:17][C:9]([OH:8])=[CH:10][C:11]=3[C:12]=2[CH2:21]1. Reported procedure: To a suspension of 10% Pd/C (1.2 g) in 50 ml of ethanol was added a solution of 1,2,3,4-tetrahydro-7-phenylmethoxy-4-methylcyclopent[b]indole-2-methanol (8.4 g, 0.027 mole) in 200 ml of ethanol in a Parr hydrogenation bottle. After shaking at 50° C., under 50 psi hydrogen for two hours, the mixture was cooled, filtered, and then concentrated to a dark oil. The oil was eluted on a silica gel column with ethyl acetate/dichloromethane (1:2) via HPLC. The desired fractions were combined and then con... Reactants: CCO, O=S(=O)(c1ccccc1)n1c(C2(O)CCN(Cc3ccccc3)CC2)cc2ccccc21. The product is OC1(c2cc3ccccc3[nH]2)CCN(Cc2ccccc2)CC1. RXN SMILES: [CH3:33][CH2:34][OH:35].[c:1]1([S:2](=[O:3])(=[O:4])[n:10]2[c:11]([C:19]3([OH:32])[CH2:20][CH2:21][N:22]([CH2:25][c:26]4[cH:27][cH:28][cH:29][cH:30][cH:31]4)[CH2:23][CH2:24]3)[cH:12][c:13]3[cH:14][cH:15][cH:16][cH:17][c:18]23)[cH:5][cH:6][cH:7][cH:8][cH:9]1>>[nH:10]1[c:11]([C:19]2([OH:32])[CH2:20][CH2:21][N:22]([CH2:25][c:26]3[cH:27][cH:28][cH:29][cH:30][cH:31]3)[CH2:23][CH2:24]2)[cH:12][c:13]2[cH:14][cH:15][cH:16][cH:17][c:18]12. Starting materials: C1COCCN1, COC(=O)C(Cc1ccc(-c2ccc(C#N)cc2)cc1)NC(=O)C1Cc2cc3c(cc2CN1S(=O)(=O)c1ccc(Cl)nc1C)OC(c1ccc(OCc2ccc(Cl)c(Cl)c2)cc1)CO3. Product: COC(=O)C(Cc1ccc(-c2ccc(C#N)cc2)cc1)NC(=O)C1Cc2cc3c(cc2CN1S(=O)(=O)c1ccc(N2CCOCC2)nc1C)OC(c1ccc(OCc2ccc(Cl)c(Cl)c2)cc1)CO3. As a reaction SMILES: [CH2:65]1[CH2:66][O:67][CH2:68][CH2:69][NH:70]1.[CH3:1][O:2][C:3]([CH:4]([CH2:5][c:6]1[cH:7][cH:8][c:9](-[c:12]2[cH:13][cH:14][c:15]([C:18]#[N:19])[cH:16][cH:17]2)[cH:10][cH:11]1)[NH:20][C:21](=[O:22])[CH:23]1[N:24]([S:53](=[O:54])(=[O:55])[c:56]2[c:57]([CH3:63])[n:58][c:59]([Cl:62])[cH:60][cH:61]2)[CH2:25][c:26]2[cH:27][c:28]3[c:29]([cH:30][c:31]2[CH2:32]1)[O:33][CH2:34][CH:35]([c:37]1[cH:38][cH:39][c:40]([O:43][CH2:44][c:45]2[cH:46][c:47]([Cl:52])[c:48]([Cl:51])[cH:49][cH:50]2)[cH:41][cH:42]1)[O:36]3)=[O:64]>>[CH3:1][O:2][C:3]([CH:4]([CH2:5][c:6]1[cH:7][cH:8][c:9](-[c:12]2[cH:13][cH:14][c:15]([C:18]#[N:19])[cH:16][cH:17]2)[cH:10][cH:11]1)[NH:20][C:21](=[O:22])[CH:23]1[N:24]([S:53](=[O:54])(=[O:55])[c:56]2[c:57]([CH3:63])[n:58][c:59]([N:70]3[CH2:65][CH2:66][O:67][CH2:68][CH2:69]3)[cH:60][cH:61]2)[CH2:25][c:26]2[cH:27][c:28]3[c:29]([cH:30][c:31]2[CH2:32]1)[O:33][CH2:34][CH:35]([c:37]1[cH:38][cH:39][c:40]([O:43][CH2:44][c:45]2[cH:46][c:47]([Cl:52])[c:48]([Cl:51])[cH:49][cH:50]2)[cH:41][cH:42]1)[O:36]3)=[O:64].